Dataset: the Open Reaction Database (ORD), a public repository of structured organic reaction records. Task: describe an organic reaction: reactants, conditions, products, and yield Starting materials: C, CCO, CN(C)C=O, O=[N+]([O-])c1ccccc1Oc1cccc(-c2nnn[nH]2)c1, [Pd]. The product is Nc1ccccc1Oc1cccc(-c2nnn[nH]2)c1. As a reaction SMILES: [C:30].[CH3:22][CH2:23][OH:24].[CH3:25][N:26]([CH3:27])[CH:28]=[O:29].[N+:1]([O-:2])(=[O:3])[c:4]1[c:5]([O:6][c:7]2[cH:8][c:9](-[c:13]3[n:14][n:15][n:16][nH:17]3)[cH:10][cH:11][cH:12]2)[cH:18][cH:19][cH:20][cH:21]1.[Pd:31]>>[NH2:1][c:4]1[c:5]([O:6][c:7]2[cH:8][c:9](-[c:13]3[n:14][n:15][n:16][nH:17]3)[cH:10][cH:11][cH:12]2)[cH:18][cH:19][cH:20][cH:21]1. Starting materials: CCOC(=O)c1c(C)[nH]c2ccc(OCC3CO3)cc12, [Cl-], [Li+], [N-]=[N+]=[N-], [Na+], CN(C)C=O. Product: CCOC(=O)c1c(C)[nH]c2ccc(OCC(O)CN=[N+]=[N-])cc12. Reaction SMILES: [CH2:1]([CH3:2])[O:3][C:4](=[O:5])[c:6]1[c:7]([CH3:20])[nH:8][c:9]2[cH:10][cH:11][c:12]([O:15][CH2:16][CH:17]3[O:18][CH2:19]3)[cH:13][c:14]12.[Cl-:26].[Li+:25].[N-:22]=[N+:23]=[N-:24].[Na+:21].[O:27]=[CH:28][N:29]([CH3:30])[CH3:31]>>[CH2:1]([CH3:2])[O:3][C:4](=[O:5])[c:6]1[c:7]([CH3:20])[nH:8][c:9]2[cH:10][cH:11][c:12]([O:15][CH2:16][CH:17]([OH:18])[CH2:19][N:22]=[N+:23]=[N-:24])[cH:13][c:14]12. Starting materials: NC1=C(C=C(C=C1)O)Cl (4-amino-3-chloro-phenol), 10a, CON=CC=1C(=NC=NC1Cl)N (4-amino-6-chloro-pyrimidine-5-carbaldehyde O-methyl-oxime), 9a. The product is CON=CC=1C(=NC=NC1OC1=CC(=C(C=C1)N)Cl)N (4-amino-6-(4-amino-3-chloro-phenoxy)-pyrimidine-5-carbaldehyde O-methyl-oxime), 10b. Isolated yield 65.0%. RXN SMILES: [CH3:1][O:2][N:3]=[CH:4][C:5]1[C:6]([NH2:12])=[N:7][CH:8]=[N:9][C:10]=1Cl.[NH2:13][C:14]1[CH:19]=[CH:18][C:17]([OH:20])=[CH:16][C:15]=1[Cl:21]>>[CH3:1][O:2][N:3]=[CH:4][C:5]1[C:6]([NH2:12])=[N:7][CH:8]=[N:9][C:10]=1[O:20][C:17]1[CH:18]=[CH:19][C:14]([NH2:13])=[C:15]([Cl:21])[CH:16]=1. Procedure: Using the procedure for Example 9, 4-amino-6-chloro-pyrimidine-5-carbaldehyde O-methyl-oxime Compound 9a (0.20 g) and 4-amino-3-chloro-phenol Compound 10a (0.19 g) were reacted to provide 4-amino-6-(4-amino-3-chloro-phenoxy)-pyrimidine-5-carbaldehyde O-methyl-oxime Compound 10b (0.20 g, 65%). 1H NMR (400 MHz, DMSO-d6) δ 8.55 (s, 1H), 8.15 (s, 1H), 8.05 (s, 1H), 7.60 (s, 1H), 7.15 (s, 1H), 6.90 (d, 1H), 6.80 (d, 1H), 5.32 (s, 2H), 3.98 (s, 3H). MS (ESI) m/z: 299 (M+H+).